From a dataset of the Open Reaction Database (ORD), a public repository of structured organic reaction records. describe an organic reaction: reactants, conditions, products, and yield The reactants are [BH4-], COC(=O)c1ccccc1C=CC(=O)O, [Cl-], [Na+], O. Yields the product COC(=O)c1ccccc1C=CCO. As a reaction SMILES: [BH4-:17].[CH3:1][O:2][C:3](=[O:4])[c:5]1[c:6]([CH:7]=[CH:8][C:9](=[O:10])[OH:11])[cH:12][cH:13][cH:14][cH:15]1.[Cl-:16].[Na+:18].[OH2:19]>>[CH3:1][O:2][C:3](=[O:4])[c:5]1[c:6]([CH:7]=[CH:8][CH2:9][OH:10])[cH:12][cH:13][cH:14][cH:15]1. Starting materials: CC(C)(C)OC(=O)N1CCC(N)CC1, C1CCOC1, CO, COc1cc2nc(Cl)nc(Cl)c2cc1OC, C1CCC2=NCCCN2CC1. Product: COc1cc2nc(Cl)nc(NC3CCN(C(=O)OC(C)(C)C)CC3)c2cc1OC. As a reaction SMILES: [C:17]([CH3:18])([CH3:19])([CH3:20])[O:21][C:22](=[O:23])[N:24]1[CH2:25][CH2:26][CH:27]([NH2:30])[CH2:28][CH2:29]1.[CH2:44]1[O:45][CH2:46][CH2:47][CH2:48]1.[CH3:42][OH:43].[Cl:1][c:2]1[n:3][c:4]2[cH:5][c:6]([O:15][CH3:16])[c:7]([O:13][CH3:14])[cH:8][c:9]2[c:10]([Cl:12])[n:11]1.[N:31]12[CH2:32][CH2:33][CH2:34][N:35]=[C:36]1[CH2:37][CH2:38][CH2:39][CH2:40][CH2:41]2>>[Cl:1][c:2]1[n:3][c:4]2[cH:5][c:6]([O:15][CH3:16])[c:7]([O:13][CH3:14])[cH:8][c:9]2[c:10]([NH:30][CH:27]2[CH2:26][CH2:25][N:24]([C:22]([O:21][C:17]([CH3:18])([CH3:19])[CH3:20])=[O:23])[CH2:29][CH2:28]2)[n:11]1. Run at time 18 hour. Starting materials: C(C)(C)(C)OC(=O)C1C(C2(C(N1)CC(C)(C)C)C(NC1=CC(=C(C=C12)F)Cl)=O)C1=C(C(=CC=C1)Cl)F (rac-(2′S,3′R,4′S,5′R)-6-chloro-4′-(3-chloro-2-fluoro-phenyl)-2′-(2,2-dimethyl-propyl)-5-fluoro-2-oxo-1,2-dihydro-spiro[indole-3,3′-pyrrolidine]-5′-carboxylic acid tert-butyl ester), FC(C(=O)O)(F)F (trifluoroacetic acid). Run in ClCCl (dichloromethane). As a reaction SMILES: C([O:5][C:6]([CH:8]1[NH:12][CH:11]([CH2:13][C:14]([CH3:17])([CH3:16])[CH3:15])[C:10]2([C:25]3[C:20](=[CH:21][C:22]([Cl:27])=[C:23]([F:26])[CH:24]=3)[NH:19][C:18]2=[O:28])[CH:9]1[C:29]1[CH:34]=[CH:33][CH:32]=[C:31]([Cl:35])[C:30]=1[F:36])=[O:7])(C)(C)C.[F:37][C:38]([F:43])([F:42])[C:39]([OH:41])=[O:40]>ClCCl>[F:37][C:38]([F:43])([F:42])[C:39]([OH:41])=[O:40].[Cl:27][C:22]1[CH:21]=[C:20]2[NH:19][C:18](=[O:28])[C:10]3([CH:9]([C:29]4[CH:34]=[CH:33][CH:32]=[C:31]([Cl:35])[C:30]=4[F:36])[CH:8]([C:6]([OH:7])=[O:5])[NH:12][CH:11]3[CH2:13][C:14]([CH3:15])([CH3:16])[CH3:17])[C:25]2=[CH:24][C:23]=1[F:26] |f:3.4|. Procedure: A solution of rac-(2′S,3′R,4′S,5′R)-6-chloro-4′-(3-chloro-2-fluoro-phenyl)-2′-(2,2-dimethyl-propyl)-5-fluoro-2-oxo-1,2-dihydro-spiro[indole-3,3′-pyrrolidine]-5′-carboxylic acid tert-butyl ester (1.8 g, 3.4 mmol) in dichloromethane (20 mL) was added trifluoroacetic acid (7 mL). The reaction mixture was stirred at room temperature for 18 h, then concentrated. The residue was then triturated with ethyl ether hexanes, concentrated, dried in vacuo to give rac-(2′S,3′R,4′S,5′R)-6-chloro-4′-(3-chloro-2... Product: FC(C(=O)O)(F)F.ClC1=C(C=C2C(=C1)NC(C21C(NC(C1C1=C(C(=CC=C1)Cl)F)C(=O)O)CC(C)(C)C)=O)F (rac-(2′S,3′R,4′S,5′R)-6-chloro-4′-(3-chloro-2-fluoro-phenyl)-2′-(2,2-dimethyl-propyl)-5-fluoro-2-oxo-1,2-dihydro-spiro[indole-3,3′-pyrrolidine]-5′-carboxylic acid trifluoroacetic acid), solid. Yield: 93.0%. The reactants are CCCCOCCOc1ccc(-c2ccc3c(c2)C=C(C(=O)Nc2ccc(SCc4c(C)ncn4CCC)cc2)CCCN3CC(C)C)cc1, O=C(OO)c1cccc(Cl)c1, ClCCl. Product: CCCCOCCOc1ccc(-c2ccc3c(c2)C=C(C(=O)Nc2ccc(S(=O)Cc4c(C)ncn4CCC)cc2)CCCN3CC(C)C)cc1. RXN SMILES: [CH2:1]([CH2:2][CH2:3][CH3:4])[O:5][CH2:6][CH2:7][O:8][c:9]1[cH:10][cH:11][c:12](-[c:15]2[cH:16][cH:17][c:18]3[c:19]([cH:50]2)[CH:20]=[C:21]([C:30](=[O:31])[NH:32][c:33]2[cH:34][cH:35][c:36]([S:39][CH2:40][c:41]4[c:42]([CH3:49])[n:43][cH:44][n:45]4[CH2:46][CH2:47][CH3:48])[cH:37][cH:38]2)[CH2:22][CH2:23][CH2:24][N:25]3[CH2:26][CH:27]([CH3:28])[CH3:29])[cH:13][cH:14]1.[Cl:51][c:52]1[cH:53][cH:54][cH:55][c:56]([C:57]([O:58][OH:60])=[O:59])[cH:61]1.[Cl:62][CH2:63][Cl:64]>>[CH2:1]([CH2:2][CH2:3][CH3:4])[O:5][CH2:6][CH2:7][O:8][c:9]1[cH:10][cH:11][c:12](-[c:15]2[cH:16][cH:17][c:18]3[c:19]([cH:50]2)[CH:20]=[C:21]([C:30](=[O:31])[NH:32][c:33]2[cH:34][cH:35][c:36]([S:39]([CH2:40][c:41]4[c:42]([CH3:49])[n:43][cH:44][n:45]4[CH2:46][CH2:47][CH3:48])=[O:59])[cH:37][cH:38]2)[CH2:22][CH2:23][CH2:24][N:25]3[CH2:26][CH:27]([CH3:28])[CH3:29])[cH:13][cH:14]1. Reactants: magnesium aluminum spinel, [H][H] (hydrogen), CC1C(C(CCC1)C)O (2,6-dimethylcyclohexanol). The reagents and catalysts are catalyst, [Pt] (platinum). The product is CC1=C(C(=CC=C1)C)O (2,6-dimethylphenol). Yield: 95.0%. RXN SMILES: [H][H].[CH3:3][CH:4]1[CH2:9][CH2:8][CH2:7][CH:6]([CH3:10])[CH:5]1[OH:11]>[Pt]>[CH3:3][C:4]1[CH:9]=[CH:8][CH:7]=[C:6]([CH3:10])[C:5]=1[OH:11]. Procedure: 500 ml of catalyst were introduced into a fluidized-bed reactor having a capacity of 0.7 liter. The catalyst contained 0.25% by weight of platinum on a magnesium aluminum spinel carrier and had a particle size of from 0.2 to 0.6 mm and a BET specific surface area of 125 m2 /g. The temperature of the reactor was brought to 275° C., and the mixture which was preheated to this temperature and consisted of 200 liters/hour of nitrogen and 20 liters/hour of hydrogen was passed in. 60 g/hour of gaseous...